From a dataset of the Open Reaction Database (ORD), a public repository of structured organic reaction records. describe an organic reaction: reactants, conditions, products, and yield Starting materials: N (ammonia), N(=O)[O-].[Na+] (Sodium nitrite), NC1=NC=C(C=C1Br)C (2-amino-3-bromo-5-methylpyridine), Cl (hydrochloric acid). Run in O (water), O (water). Reaction conditions: time 90 minute. Product: BrC=1C(=NC=C(C1)C)Cl (3-bromo-2-chloro-5-methylpyridine). As a reaction SMILES: N[C:2]1[C:7]([Br:8])=[CH:6][C:5]([CH3:9])=[CH:4][N:3]=1.N([O-])=O.[Na+].N.[ClH:15]>O>[Br:8][C:7]1[C:2]([Cl:15])=[N:3][CH:4]=[C:5]([CH3:9])[CH:6]=1 |f:1.2|. Procedure details: The product from (a) (145 g) was dissolved in concentrated hydrochloric acid (750 ml) and water (450 ml) and the solution cooled to -10° C. Sodium nitrite (54 g) in cold water (450 ml) was added dropwise with stirring over a period of 90 minutes while the mixture was kept at -5° C. The solution was stirred for a further 2 hours, and then basified with concentrated ammonia, keeping the temperature below 20° C. The solid which separated was washed with water, dried, dissolved in ether (1500 ml) an... Starting materials: CCO, CCCCC=CCCCCCCCCCC=O, [Na+], [OH-], O, O. Yields the product CCCCC=CCCCCCCCCCC(=O)O. Reaction SMILES: [CH2:19]([CH3:20])[OH:21].[CH:1]([CH2:2][CH2:3][CH2:4][CH2:5][CH2:6][CH2:7][CH2:8][CH2:9][CH2:10][CH:11]=[CH:12][CH2:13][CH2:14][CH2:15][CH3:16])=[O:17].[Na+:23].[OH-:22].[OH2:18].[OH2:24]>>[C:1]([CH2:2][CH2:3][CH2:4][CH2:5][CH2:6][CH2:7][CH2:8][CH2:9][CH2:10][CH:11]=[CH:12][CH2:13][CH2:14][CH2:15][CH3:16])(=[O:17])[OH:21]. Starting materials: CC1=CC=C(C(C1)(C)C)C=O (4,6,6-trimethyl-1,3-cyclohexadiene-1-carbaldehyde), [H-].[H-].[H-].[H-].[Li+].[Al+3] (LiAlH4). Solvent: C(C)OCC (diethylether), C(C)OCC (diethylether). Product: CC1=CC=C(C(C1)(C)C)CO (4,6,6-trimethyl-1,3-cyclohexadiene-1-methanol). Yield: 0.1%. As a reaction SMILES: [CH3:1][C:2]1[CH2:7][C:6]([CH3:9])([CH3:8])[C:5]([CH:10]=[O:11])=[CH:4][CH:3]=1.[H-].[H-].[H-].[H-].[Li+].[Al+3]>C(OCC)C>[CH3:1][C:2]1[CH2:7][C:6]([CH3:8])([CH3:9])[C:5]([CH2:10][OH:11])=[CH:4][CH:3]=1 |f:1.2.3.4.5.6|. Procedure: A solution of 20 g (133 mole) of 4,6,6-trimethyl-1,3-cyclohexadiene-1-carbaldehyde in 100 ml of diethylether was added to a suspension of 1.5 g (39 mmole) of LiAlH4 in diethylether, under stirring and cooling with an ice-bath. After 1 h of reaction time, the mixture was hydrolyzed, the organic layer was separated, washed and dried and concentrated. The crude product was then distilled in vacuo, b.p. 60°/20 hPa, to obtain 11.6 g (56%) of the desired product. The reactants are Cl.COC1=CC=C(C=2CC(OC21)(C)C)C=2C(C(N(N2)C2CCNCC2)=O)(C)C (5-(7-methoxy-2,2-dimethyl-2,3-dihydro-1-benzofuran-4-yl)-4,4-dimethyl-2-(piperidin-4-yl)-2,4-dihydro-3H-pyrazol-3-one hydrochloride), Cl.COC1=CC=C(C=2CC(OC21)(C)C)C=2C(C(N(N2)C2CCNCC2)=O)(C)C (5-(7-methoxy-2,2-dimethyl-2,3-dihydro-1-benzofuran-4-yl)-4,4-dimethyl-2-(piperidin-4-yl)-2,4-dihydro-3H-pyrazol-3-one hydrochloride), COC1=C(C(=O)Cl)C=CC=C1 (2-methoxybenzoyl chloride). Yields the product COC1=CC=C(C=2CC(OC21)(C)C)C=2C(C(N(N2)C2CCN(CC2)C(=O)C2=C(C=CC=C2)OC)=O)(C)C (5-(7-Methoxy-2,2-dimethyl-2,3-dihydro-1-benzofuran-4-yl)-2-{1-[(2-methoxyphenyl)carbonyl]piperidin-4-yl}-4,4-dimethyl-2,4-dihydro-3H-pyrazol-3-one). Reaction SMILES: Cl.[CH3:2][O:3][C:4]1[C:12]2[O:11][C:10]([CH3:14])([CH3:13])[CH2:9][C:8]=2[C:7]([C:15]2[C:16]([CH3:28])([CH3:27])[C:17](=[O:26])[N:18]([CH:20]3[CH2:25][CH2:24][NH:23][CH2:22][CH2:21]3)[N:19]=2)=[CH:6][CH:5]=1.[CH3:29][O:30][C:31]1[CH:39]=[CH:38][CH:37]=[CH:36][C:32]=1[C:33](Cl)=[O:34]>>[CH3:2][O:3][C:4]1[C:12]2[O:11][C:10]([CH3:14])([CH3:13])[CH2:9][C:8]=2[C:7]([C:15]2[C:16]([CH3:28])([CH3:27])[C:17](=[O:26])[N:18]([CH:20]3[CH2:25][CH2:24][N:23]([C:33]([C:32]4[CH:36]=[CH:37][CH:38]=[CH:39][C:31]=4[O:30][CH3:29])=[O:34])[CH2:22][CH2:21]3)[N:19]=2)=[CH:6][CH:5]=1 |f:0.1|. Reported procedure: The title compound is prepared analogously as described for GP1 using 5-(7-methoxy-2,2-dimethyl-2,3-dihydro-1-benzofuran-4-yl)-4,4-dimethyl-2-(piperidin-4-yl)-2,4-dihydro-3H-pyrazol-3-one hydrochloride (compound B5*HCl) and 2-methoxybenzoyl chloride as starting compounds. The crude product is purified by crystallization from EA and diethyl ether to yield the title compound.